This data is from the Open Reaction Database (ORD), a public repository of structured organic reaction records. The task is: describe an organic reaction: reactants, conditions, products, and yield Starting materials: Cc1cc(O)ccc1CCC(=O)OC(C)(C)C, CCCCP(CCCC)CCCC, Cc1ccccc1, Cc1sc(-c2ccc(-c3ccccc3F)nc2)nc1CCO, O=C(N=NC(=O)N1CCCCC1)N1CCCCC1. Product: Cc1cc(OCCc2nc(-c3ccc(-c4ccccc4F)nc3)sc2C)ccc1CCC(=O)OC(C)(C)C. Reaction SMILES: [C:1]([CH3:2])([CH3:3])([CH3:4])[O:5][C:6]([CH2:7][CH2:8][c:9]1[c:10]([CH3:16])[cH:11][c:12]([OH:15])[cH:13][cH:14]1)=[O:17].[CH2:40]([P:41]([CH2:42][CH2:43][CH2:44][CH3:45])[CH2:46][CH2:47][CH2:48][CH3:49])[CH2:50][CH2:51][CH3:52].[CH3:71][c:72]1[cH:73][cH:74][cH:75][cH:76][cH:77]1.[F:18][c:19]1[c:20](-[c:25]2[cH:26][cH:27][c:28](-[c:31]3[s:32][c:33]([CH3:39])[c:34]([CH2:36][CH2:37][OH:38])[n:35]3)[cH:29][n:30]2)[cH:21][cH:22][cH:23][cH:24]1.[N:53]([C:54]([N:55]1[CH2:56][CH2:57][CH2:58][CH2:59][CH2:60]1)=[O:61])=[N:62][C:63]([N:64]1[CH2:65][CH2:66][CH2:67][CH2:68][CH2:69]1)=[O:70]>>[C:1]([CH3:2])([CH3:3])([CH3:4])[O:5][C:6]([CH2:7][CH2:8][c:9]1[c:10]([CH3:16])[cH:11][c:12]([O:15][CH2:37][CH2:36][c:34]2[c:33]([CH3:39])[s:32][c:31](-[c:28]3[cH:27][cH:26][c:25](-[c:20]4[c:19]([F:18])[cH:24][cH:23][cH:22][cH:21]4)[n:30][cH:29]3)[n:35]2)[cH:13][cH:14]1)=[O:17]. Reactants: C1(CCC1)COC1=C2C=C(NC2=CC=C1)C(=O)O (4-Cyclobutylmethoxy-1H-indole-2-carboxylic acid), COC1=CC=C(C=C1)CCO (2-(4-methoxy-phenyl)-ethanol), C(C)OC(=O)C=1NC2=CC=CC(=C2C1)O (4-hydroxy-1H-indole-2-carboxylic acid ethyl ester). Product: COC1=CC=C(C=C1)CCOC1=C2C=C(NC2=CC=C1)C(=O)O (4-[2-(4-methoxy-phenyl)-ethoxy]-1H-indole-2-carboxylic acid). As a reaction SMILES: [CH:1]1([CH2:5][O:6][C:7]2[CH:15]=[CH:14][CH:13]=[C:12]3[C:8]=2[CH:9]=[C:10]([C:16]([OH:18])=[O:17])[NH:11]3)[CH2:4][CH2:3][CH2:2]1.[CH3:19][O:20][C:21]1C=CC(CCO)=[CH:23][CH:22]=1.C(OC(C1NC2C(C=1)=C(O)C=CC=2)=O)C>>[CH3:19][O:20][C:21]1[CH:2]=[CH:3][C:4]([CH2:1][CH2:5][O:6][C:7]2[CH:15]=[CH:14][CH:13]=[C:12]3[C:8]=2[CH:9]=[C:10]([C:16]([OH:18])=[O:17])[NH:11]3)=[CH:23][CH:22]=1. Reported procedure: 4-[2-(4-Methoxy-phenyl)-ethoxy]-1H-indole-2-carboxylic acid (16l) is synthesized analogous to 16a from 2-(4-methoxy-phenyl)-ethanol and 4-hydroxy-1H-indole-2-carboxylic acid ethyl ester. Product: Cc1ccc2c(c1)c1c(n2CCc2ccc(=O)n(C3CC3)c2)CCN(C)C1. RXN SMILES: [CH3:1][N:2]1[CH2:3][c:4]2[c:5]([nH:6][c:7]3[cH:8][cH:9][c:10]([CH3:13])[cH:11][c:12]23)[CH2:14][CH2:15]1.[CH3:30][N:31]1[CH2:32][CH2:33][CH2:34][C:35]1=[O:36].[CH:16]1([n:19]2[c:20](=[O:27])[cH:21][cH:22][c:23]([CH:25]=[CH2:26])[cH:24]2)[CH2:17][CH2:18]1.[K+:29].[OH-:28]>>[CH3:1][N:2]1[CH2:3][c:4]2[c:5]([n:6]([CH2:26][CH2:25][c:23]3[cH:22][cH:21][c:20](=[O:27])[n:19]([CH:16]4[CH2:17][CH2:18]4)[cH:24]3)[c:7]3[cH:8][cH:9][c:10]([CH3:13])[cH:11][c:12]23)[CH2:14][CH2:15]1. Reactants: Cc1ccc2[nH]c3c(c2c1)CN(C)CC3, CN1CCCC1=O, C=Cc1ccc(=O)n(C2CC2)c1, [K+], [OH-]. Procedure details: To 2,4-difluoro-phenylamine (1, 5.11 mL, 50.7 mmol) in tetrahydrofuran (250 mL), cooled with dry ice/acetone bath under an atmosphere of nitrogen, was added n-butyllithium (1.60 M in hexane, 34.0 mL, 54.4 mmol) slowly. After 30 minutes, 1,2-Bis-(chloro-dimethyl-silanyl)-ethane (11.5 g, 53.4 mmol) dissolved in tetrahydrofuran (40.0 mL) was added to the reaction slowly. After 1 hour, n-butyllithium (1.60 M in hexane, 31.9 mL, 51.0 mmol) was added slowly to the reaction. The reaction was stirred at... Reaction SMILES: [F:1][C:2]1[CH:7]=[C:6]([F:8])[CH:5]=[CH:4][C:3]=1[NH2:9].C([Li])CCC.Cl[Si](C)(C)CC[Si](Cl)(C)C.Cl[C:26]([O:28][CH2:29][C:30]1[CH:35]=[CH:34][CH:33]=[CH:32][CH:31]=1)=[O:27].Cl>O1CCCC1>[CH2:29]([O:28][C:26](=[O:27])[C:7]1[C:6]([F:8])=[CH:5][CH:4]=[C:3]([NH2:9])[C:2]=1[F:1])[C:30]1[CH:35]=[CH:34][CH:33]=[CH:32][CH:31]=1. The solvent is O1CCCC1 (tetrahydrofuran), O1CCCC1 (tetrahydrofuran). Run at temperature -78 celsius, time 30 minute. The reactants are ClC(=O)OCC1=CC=CC=C1 (benzyl chloroformate), Cl (HCl), C(CCC)[Li] (n-butyllithium), Cl[Si](CC[Si](C)(C)Cl)(C)C (1,2-Bis-(chloro-dimethyl-silanyl)-ethane), C(CCC)[Li] (n-butyllithium), C(CCC)[Li] (n-butyllithium), FC1=C(C=CC(=C1)F)N (2,4-difluoro-phenylamine). Product: C(C1=CC=CC=C1)OC(C1=C(C(=CC=C1F)N)F)=O (3-amino-2,6-difluoro-benzoic acid benzyl ester).